Dataset: the Open Reaction Database (ORD), a public repository of structured organic reaction records. Task: describe an organic reaction: reactants, conditions, products, and yield The reactants are NC(CO)(C)C (2-amino-2-methyl-1-propanol), NC(CO)(CO)C (2-amino-2-methyl-1-3-propandiol), N(CCO)(CCO)CCO (triethanolamine). The product is OCCNCC(C)(N)C (N1 -(2-hydroxyethyl)-2-methyl-1,2-propandiamine). As a reaction SMILES: [NH2:1][C:2]([CH3:6])([CH3:5])[CH2:3]O.[NH2:7][C:8](C)(CO)[CH2:9][OH:10].N(CCO)(CCO)CCO>>[OH:10][CH2:9][CH2:8][NH:7][CH2:3][C:2]([CH3:6])([NH2:1])[CH3:5]. Procedure details: Neutralization with 2-amino-2-methyl-1-propanol or 2-amino-2-methyl-1-3-propandiol or triethanolamine is preferred.